From a dataset of the Open Reaction Database (ORD), a public repository of structured organic reaction records. describe an organic reaction: reactants, conditions, products, and yield Reactants: O=C(O)c1ccc(OCc2ccccc2)cc1, CCCCCCC(C)Oc1ccc(O)cc1, Cc1ccccc1, [Cl-], O, c1ccncc1. Product: CCCCCCC(C)Oc1ccc(OC(=O)c2ccc(OCc3ccccc3)cc2)cc1. As a reaction SMILES: [CH2:18]([c:19]1[cH:20][cH:21][cH:22][cH:23][cH:24]1)[O:25][c:26]1[cH:27][cH:28][c:29]([C:30](=[O:31])[OH:32])[cH:33][cH:34]1.[CH3:1][CH:2]([CH2:3][CH2:4][CH2:5][CH2:6][CH2:7][CH3:8])[O:9][c:10]1[cH:11][cH:12][c:13]([OH:16])[cH:14][cH:15]1.[CH3:42][c:43]1[cH:44][cH:45][cH:46][cH:47][cH:48]1.[Cl-:17].[OH2:35].[cH:36]1[cH:37][cH:38][n:39][cH:40][cH:41]1>>[CH3:1][CH:2]([CH2:3][CH2:4][CH2:5][CH2:6][CH2:7][CH3:8])[O:9][c:10]1[cH:11][cH:12][c:13]([O:16][C:30]([c:29]2[cH:28][cH:27][c:26]([O:25][CH2:18][c:19]3[cH:20][cH:21][cH:22][cH:23][cH:24]3)[cH:34][cH:33]2)=[O:31])[cH:14][cH:15]1. Reactants: COc1cc(C(=O)O)cc(OC)c1Br, ClCCl, CN(C)C=O, O=C(Cl)C(=O)Cl. Product: COc1cc(C(=O)Cl)cc(OC)c1Br. RXN SMILES: [Br:1][c:2]1[c:3]([O:13][CH3:14])[cH:4][c:5]([C:6](=[O:7])[OH:8])[cH:9][c:10]1[O:11][CH3:12].[CH2:26]([Cl:27])[Cl:28].[CH3:15][N:16]([CH3:17])[CH:18]=[O:19].[Cl:20][C:21]([C:22]([Cl:23])=[O:24])=[O:25]>>[Br:1][c:2]1[c:3]([O:13][CH3:14])[cH:4][c:5]([C:6](=[O:7])[Cl:20])[cH:9][c:10]1[O:11][CH3:12]. The yield is 85.0%. Yields the product CS(=O)(=O)C1=CC=C(C=C1)C1=CC(=C(C=C1)OCC1=CC=CC=C1)OCC1=CC=CC=C1 (4′-Methanesulfonyl-3,4-dibenzyloxy-biphenyl). The reactants are CS(=O)(=O)C1=CC=C(C=C1)C1=CC(=C(C=C1)O)O (4′-methanesulfonyl-biphenyl-3,4-diol), C([O-])([O-])=O.[K+].[K+] (potassium carbonate), C(C1=CC=CC=C1)Br (benzylbromide). Reported procedure: 4′-methanesulfonyl-biphenyl-3,4-diol (30 mg) and potassium carbonate (38 mg) were dissolved in methylethylketone. Afterward, benzylbromide (60 mg) and tetrabutylammoniumiodide (2-3 mg) were added one after another and heated for 24 hours at 40° C. After filtering just potassium carbonate, the residue was separated through a silica gel attributed chromatography (an eluting agent: ethylacetate/n-hexane=1/1, v/v). As a result, the present compound (42 mg, productive yield 85%) was obtained. The reagents and catalysts are [I-].C(CCC)[N+](CCCC)(CCCC)CCCC (tetrabutylammoniumiodide). The solvent is CC(=O)CC (methylethylketone). Reaction SMILES: [CH3:1][S:2]([C:5]1[CH:10]=[CH:9][C:8]([C:11]2[CH:16]=[CH:15][C:14]([OH:17])=[C:13](O)[CH:12]=2)=[CH:7][CH:6]=1)(=[O:4])=[O:3].[C:19](=[O:22])([O-])[O-].[K+].[K+].[CH2:25](Br)[C:26]1[CH:31]=[CH:30][CH:29]=[CH:28][CH:27]=1>CC(CC)=O.[I-].C([N+](CCCC)(CCCC)CCCC)CCC>[CH3:1][S:2]([C:5]1[CH:10]=[CH:9][C:8]([C:11]2[CH:16]=[CH:15][C:14]([O:17][CH2:25][C:26]3[CH:31]=[CH:30][CH:29]=[CH:28][CH:27]=3)=[C:13]([O:22][CH2:19][C:5]3[CH:10]=[CH:9][CH:8]=[CH:7][CH:6]=3)[CH:12]=2)=[CH:7][CH:6]=1)(=[O:4])=[O:3] |f:1.2.3,6.7|. Conditions: temperature 40 celsius. Starting materials: FC1=C(C=C(C(=C1)Cl)OC1CCCC1)N1C(C2=C(C1=O)CCCC2)=O (N-(2-Fluoro-4-chloro-5-cyclopentyloxyphenyl)-3,4,5,6-tetrahydrophthalimide), C1(=CC=CC=C1)CCN (β-phenylethylamine). Solvent: C1=CC=CC=C1 (benzene), CCCCCC (hexane). Reaction conditions: time 30 minute. The product is FC1=C(C=C(C(=C1)Cl)OC1CCCC1)NC(C1=C(C(=O)NCCC2=CC=CC=C2)CCCC1)=O (N-(2-fluoro-4-chloro-5-cyclopentyloxyphenyl)-N'-(2-phenylethyl)-3,4,5,6-tetrahydrophthalamide). Yield: 63.0%. As a reaction SMILES: [F:1][C:2]1[CH:7]=[C:6]([Cl:8])[C:5]([O:9][CH:10]2[CH2:14][CH2:13][CH2:12][CH2:11]2)=[CH:4][C:3]=1[N:15]1[C:19](=[O:20])[C:18]2[CH2:21][CH2:22][CH2:23][CH2:24][C:17]=2[C:16]1=[O:25].[C:26]1([CH2:32][CH2:33][NH2:34])[CH:31]=[CH:30][CH:29]=[CH:28][CH:27]=1>C1C=CC=CC=1.CCCCCC>[F:1][C:2]1[CH:7]=[C:6]([Cl:8])[C:5]([O:9][CH:10]2[CH2:11][CH2:12][CH2:13][CH2:14]2)=[CH:4][C:3]=1[NH:15][C:19](=[O:20])[C:18]1[CH2:21][CH2:22][CH2:23][CH2:24][C:17]=1[C:16]([NH:34][CH2:33][CH2:32][C:26]1[CH:31]=[CH:30][CH:29]=[CH:28][CH:27]=1)=[O:25]. Procedure: N-(2-Fluoro-4-chloro-5-cyclopentyloxyphenyl)-3,4,5,6-tetrahydrophthalimide (1.00 g, 2.75 mmol), β-phenylethylamine (0.333 g, 2.75 mmol), and benzene (8 ml)/hexane (12 ml) as a solvent were placed into a round bottom flask (50 cc) and stirred for 30 minutes at room temperature. After completion of the reaction, the solvent was distilled off under reduced pressure, and the precipitated crystals were isolated by filtration. The crystals were washed with hexane and dried to obtain N-(2-fluoro-4-chlo... Starting materials: CO (Methanol), Cl (hydrochloric acid), C(C)(C)(C)OC(=O)CON=C(C(=O)NC1[C@@H]2N(C(=C(CS2)Cl)C(=O)O)C1=O)C=1N=C(SC1)NC=O (7-[2-(tert-butoxycarbonylmethoxyimino)-2-(2-formamidothiazol-4-yl)acetamido]-3-chloro-3-cephem-4-carboxylic acid), resultant solution, C([O-])(O)=O.[Na+] (sodium bicarbonate). Solvent: O (water), C(C)(=O)OCC (ethyl acetate). Run at time 2.5 hour. The product is C(C)(C)(C)OC(=O)CON=C(C(=O)NC1[C@@H]2N(C(=C(CS2)Cl)C(=O)O)C1=O)C=1N=C(SC1)N (7-[2-(tert-butoxycarbonylmethoxyimino)-2-(2-aminothiazol-4-yl)acetamido]-3-chloro-3-cephem-4-carboxylic acid). Yield: 82.4%. RXN SMILES: CO.Cl.[C:4]([O:8][C:9]([CH2:11][O:12][N:13]=[C:14]([C:31]1[N:32]=[C:33]([NH:36]C=O)[S:34][CH:35]=1)[C:15]([NH:17][CH:18]1[C:29](=[O:30])[N:20]2[C:21]([C:26]([OH:28])=[O:27])=[C:22]([Cl:25])[CH2:23][S:24][C@H:19]12)=[O:16])=[O:10])([CH3:7])([CH3:6])[CH3:5].C(=O)(O)[O-].[Na+]>O.C(OCC)(=O)C>[C:4]([O:8][C:9]([CH2:11][O:12][N:13]=[C:14]([C:31]1[N:32]=[C:33]([NH2:36])[S:34][CH:35]=1)[C:15]([NH:17][CH:18]1[C:29](=[O:30])[N:20]2[C:21]([C:26]([OH:28])=[O:27])=[C:22]([Cl:25])[CH2:23][S:24][C@H:19]12)=[O:16])=[O:10])([CH3:7])([CH3:5])[CH3:6] |f:3.4|. Reported procedure: Methanol (15 ml) and conc. hydrochloric acid (0.8 g) were added to 7-[2-(tert-butoxycarbonylmethoxyimino)-2-(2-formamidothiazol-4-yl)acetamido]-3-chloro-3-cephem-4-carboxylic acid (syn isomer, 2.2 g), and stirred at room temperature for 2.5 hours. To the resultant solution were added ethyl acetate (50 ml) and water (50 ml), and then the solution was adjusted to pH 7.5 with a saturated solution of sodium bicarbonate. After separating the aqueous layer, the aqueous solution was saturated with sodi... Starting materials: [BH4-].[Na+] (sodium borohydride), [OH-].[Na+] (sodium hydroxide), Cl (hydrochloric acid), S1C=CC2=C1C=CC(=C2)CC(=O)O ((1-benzothiophen-5-yl)acetic acid), Cl.COCCOC (hydrochloride 1,2-dimethoxyethane). Solvent: COCCOC (1,2-dimethoxyethane), CC(=O)C (acetone), COCCOC (1,2-dimethoxyethane), C1(=CC=CC=C1)C (toluene), O (water). Reaction conditions: time 1 hour. Product: S1C=CC2=C1C=CC(=C2)CCO (2-(1-benzothiophen-5-yl)ethanol). The yield is 84.6%. RXN SMILES: [BH4-].[Na+].[S:3]1[C:7]2[CH:8]=[CH:9][C:10]([CH2:12][C:13](O)=[O:14])=[CH:11][C:6]=2[CH:5]=[CH:4]1.Cl.COCCOC.Cl.[OH-].[Na+]>C1(C)C=CC=CC=1.O.CC(C)=O.COCCOC>[S:3]1[C:7]2[CH:8]=[CH:9][C:10]([CH2:12][CH2:13][OH:14])=[CH:11][C:6]=2[CH:5]=[CH:4]1 |f:0.1,3.4,6.7|. Procedure details: To 5 mL of 1,2-dimethoxyethane was suspended 2.95 g of sodium borohydride, to which were dropwise added 1,2-dimethoxyethane (25 mL) solution of 10 g of (1-benzothiophen-5-yl)acetic acid, and 11 mL of 6.9 mol/L hydrochloride/1,2-dimethoxyethane solution, which was then stirred at room temperature for 1 hour. To this reaction mixture was dropwise added 5 mL of acetone, which was then stirred for 30 minutes. Thereto were added 20 mL of water, 30 mL of toluene and 2 mL of 2 mol/L hydrochloric acid. ...